Dataset: the Open Reaction Database (ORD), a public repository of structured organic reaction records. Task: describe an organic reaction: reactants, conditions, products, and yield Reactants: C(#N)C1=CC=C(C=C1)N1C(=NC=2C=NC=CC21)C (1-(4-cyanophenyl)-2-methylimidazo[4,5-c]pyridine), [OH-].[Na+] (sodium hydroxide), C(C)O (ethanol). Conditions: temperature 0 celsius. Yields the product CC=1N(C2=C(C=NC=C2)N1)C1=CC=C(C(=O)O)C=C1 (4-(2-Methylimidazo[4,5-c]pyrid-1-yl)benzoic acid). As a reaction SMILES: C(C1[CH:8]=[CH:7][C:6]([N:9]2[C:17]3[CH:16]=[CH:15][N:14]=[CH:13][C:12]=3[N:11]=[C:10]2[CH3:18])=[CH:5][CH:4]=1)#N.[OH-:19].[Na+].[CH2:21]([OH:23])[CH3:22]>>[CH3:18][C:10]1[N:9]([C:6]2[CH:7]=[CH:8][C:22]([C:21]([OH:19])=[O:23])=[CH:4][CH:5]=2)[C:17]2[CH:16]=[CH:15][N:14]=[CH:13][C:12]=2[N:11]=1 |f:1.2|. Procedure details: A mixture of 1-(4-cyanophenyl)-2-methylimidazo[4,5-c]pyridine (12.0 g, 51.3 mmol) and 40% aqueous sodium hydroxide (55 ml) in absolute ethanol (55 ml) was heated at reflux for 11/2 hours. The solvent was removed under reduced pressure, and the brown residue was dissolved in water. The solution was chilled to 0° C. by the addition of ice. Glacial acetic acid (ca 33 ml) was added slowly. The buff solid which precipitated was filtered off, washed with water, and dried in vacuo at 70° C. Yield 9.14 ... Run at time 24 hour. Solvent: C(Cl)Cl (CH2Cl2). Procedure: TFA (0.3 mL, 4.03 mmol) was added to a solution of 1-(3-(1H-benzo[d]imidazol-2-yl)-1-(tetrahydro-2H-pyran-2-yl)-1H-indazol-5-yl)-3-cyclopentylurea (6 mg, 0.013 mmol) in CH2Cl2 (4 mL). The reaction mixture was stirred at room temperature for 24 h, and then the solvent was removed in vacuo. Purification by flash chromatography (6% CH3OH/CH2Cl2) afforded the title compound (4 mg) as an off-white solid. 1H NMR (400 MHz, CD3OD): δ 8.36 (s, 1H), 7.81 (m, 2H), 7.60 (d, 1H, J=8.8 Hz), 7.46 (m, 3H), 4.11... The product is N1C(=NC2=C1C=CC=C2)C2=NNC1=CC=C(C=C21)NC(=O)NC2CCCC2 (1-(3-(1H-benzo[d]imidazol-2-yl)-1H-indazol-5-yl)-3-cyclopentylurea). Reaction SMILES: C(O)(C(F)(F)F)=O.[NH:8]1[C:12]2[CH:13]=[CH:14][CH:15]=[CH:16][C:11]=2[N:10]=[C:9]1[C:17]1[C:25]2[C:20](=[CH:21][CH:22]=[C:23]([NH:26][C:27]([NH:29][CH:30]3[CH2:34][CH2:33][CH2:32][CH2:31]3)=[O:28])[CH:24]=2)[N:19](C2CCCCO2)[N:18]=1>C(Cl)Cl>[NH:10]1[C:11]2[CH:16]=[CH:15][CH:14]=[CH:13][C:12]=2[N:8]=[C:9]1[C:17]1[C:25]2[C:20](=[CH:21][CH:22]=[C:23]([NH:26][C:27]([NH:29][CH:30]3[CH2:31][CH2:32][CH2:33][CH2:34]3)=[O:28])[CH:24]=2)[NH:19][N:18]=1. The yield is 85.4%. Reactants: C(=O)(C(F)(F)F)O (TFA), N1C(=NC2=C1C=CC=C2)C2=NN(C1=CC=C(C=C21)NC(=O)NC2CCCC2)C2OCCCC2 (1-(3-(1H-benzo[d]imidazol-2-yl)-1-(tetrahydro-2H-pyran-2-yl)-1H-indazol-5-yl)-3-cyclopentylurea). Starting materials: C1(CCCC1)CN(C=1C=CC(=C(C(=O)OCC)C1)O)CC1=CC=C(C=C1)C#CC1=CC=C(C=C1)OC (ethyl 5-((cyclopentylmethyl){4-[(4-methoxyphenyl)ethynyl]-benzyl}amino)-2-hydroxybenzoate), solution, Cl (HCl), O (water), [Li+].[OH-] (LiOH). The solvent is C1CCOC1 (THF). Reaction conditions: temperature 100 celsius. Product: C1(CCCC1)CN(C=1C=CC(=C(C(=O)O)C1)O)CC1=CC=C(C=C1)C#CC1=CC=C(C=C1)OC (5-((cyclopentylmethyl)[4-[(4-methoxyphenyl)ethynyl]benzyl}amino)-2-hydroxybenzoic acid). Isolated yield 114.9%. As a reaction SMILES: [CH:1]1([CH2:6][N:7]([CH2:20][C:21]2[CH:26]=[CH:25][C:24]([C:27]#[C:28][C:29]3[CH:34]=[CH:33][C:32]([O:35][CH3:36])=[CH:31][CH:30]=3)=[CH:23][CH:22]=2)[C:8]2[CH:9]=[CH:10][C:11]([OH:19])=[C:12]([CH:18]=2)[C:13]([O:15]CC)=[O:14])[CH2:5][CH2:4][CH2:3][CH2:2]1.O.[Li+].[OH-].Cl>C1COCC1>[CH:1]1([CH2:6][N:7]([CH2:20][C:21]2[CH:22]=[CH:23][C:24]([C:27]#[C:28][C:29]3[CH:34]=[CH:33][C:32]([O:35][CH3:36])=[CH:31][CH:30]=3)=[CH:25][CH:26]=2)[C:8]2[CH:9]=[CH:10][C:11]([OH:19])=[C:12]([CH:18]=2)[C:13]([OH:15])=[O:14])[CH2:5][CH2:4][CH2:3][CH2:2]1 |f:2.3|. Reported procedure: To a solution of ethyl 5-((cyclopentylmethyl){4-[(4-methoxyphenyl)ethynyl]-benzyl}amino)-2-hydroxybenzoate (200 mg; 0.43 mmol) was dissolved in THF (4 mL) and water (1.00 mL) was added LiOH (178 mg; 4.26 mmol). The mixture was then heated in MW for 2500 s at 100° C. It was poured into a 1N solution of HCl and extracted twice with EtOAc. The combined organic layers were dried over magnesium sulfate, filtered and concentrated to give 225 mg of a yellow oil. The oil was suspended in methanol and tr... Starting materials: [OH-].[Na+] (sodium hydroxide), ClCCl.CO.C(C)(=O)O (dichloromethane methanol acetic acid), Cl (hydrochloric acid), C(CC(O)(C(=O)O)CC(=O)O)(=O)O (citric acid). Product: COC1=C(C=CC(=C1)C(C(=O)O)O)O (HMMA). As a reaction SMILES: [OH-:1].[Na+].Cl.[C:4]([OH:16])(=[O:15])[CH2:5][C:6]([CH2:11][C:12]([OH:14])=O)([C:8](O)=O)O.ClCCl.[CH3:20]O.[C:22]([OH:25])(=O)[CH3:23]>>[CH3:20][O:14][C:12]1[CH:11]=[C:6]([CH:5]([OH:1])[C:4]([OH:16])=[O:15])[CH:8]=[CH:23][C:22]=1[OH:25] |f:0.1,4.5.6|. Reported procedure: The resulting compound was deprotected, by treatment with 1M sodium hydroxide (500 microlitre) for 30 minutes at room temperature in the dark. The reaction mixture was taken to pH 3 with 2M hydrochloric acid (200 microlitre) and the 1M citric acid (1.5 ml). Volatiles were removed in vacuo, the residue taken up in methanol, and inorganics filtered to leave a clear yellow solution. This was subjected to TLC (eluent dichloromethane-methanol-acetic acid 75:25:1) to give the product as one major band... Reactants: ClCCl, NCCCN1CCN(Cc2ccc(F)cc2)CC1, O=C=NC1CCCCC1. Product: O=C(NCCCN1CCN(Cc2ccc(F)cc2)CC1)NC1CCCCC1. Reaction SMILES: [CH2:28]([Cl:29])[Cl:30].[NH2:1][CH2:2][CH2:3][CH2:4][N:5]1[CH2:6][CH2:7][N:8]([CH2:11][c:12]2[cH:13][cH:14][c:15]([F:18])[cH:16][cH:17]2)[CH2:9][CH2:10]1.[O:19]=[C:20]=[N:21][CH:22]1[CH2:23][CH2:24][CH2:25][CH2:26][CH2:27]1>>[NH:1]([CH2:2][CH2:3][CH2:4][N:5]1[CH2:6][CH2:7][N:8]([CH2:11][c:12]2[cH:13][cH:14][c:15]([F:18])[cH:16][cH:17]2)[CH2:9][CH2:10]1)[C:20](=[O:19])[NH:21][CH:22]1[CH2:23][CH2:24][CH2:25][CH2:26][CH2:27]1.